From a dataset of the Open Reaction Database (ORD), a public repository of structured organic reaction records. describe an organic reaction: reactants, conditions, products, and yield The reactants are BrC1=CC(=C(C(=C1)Cl)C=1C(/C(/CC1OC)=C/C1=NC=CC=C1)=O)Cl ((5E)-2-(4-bromo-2,6-dichloro-phenyl)-3-methoxy-5-(2-pyridylmethylene)cyclopent-2-en-1-one). Reagents/catalysts: [Zn] (zinc). Solvent: CC(=O)O (AcOH), CCOC(=O)C (EtOAc). Conditions: time 2 hour. Yields the product BrC1=CC(=C(C(=C1)Cl)C=1C(C(CC1OC)CC1=NC=CC=C1)=O)Cl (2-(4-bromo-2,6-dichloro-phenyl)-3-methoxy-5-(2-pyridylmethyl)cyclopent-2-en-1-one). The yield is 100.0%. Reaction SMILES: [Br:1][C:2]1[CH:7]=[C:6]([Cl:8])[C:5]([C:9]2[C:10](=[O:23])/[C:11](=[CH:16]/[C:17]3[CH:22]=[CH:21][CH:20]=[CH:19][N:18]=3)/[CH2:12][C:13]=2[O:14][CH3:15])=[C:4]([Cl:24])[CH:3]=1>CC(O)=O.CCOC(C)=O.[Zn]>[Br:1][C:2]1[CH:7]=[C:6]([Cl:8])[C:5]([C:9]2[C:10](=[O:23])[CH:11]([CH2:16][C:17]3[CH:22]=[CH:21][CH:20]=[CH:19][N:18]=3)[CH2:12][C:13]=2[O:14][CH3:15])=[C:4]([Cl:24])[CH:3]=1. Procedure: To a stirred solution of (5E)-2-(4-bromo-2,6-dichloro-phenyl)-3-methoxy-5-(2-pyridylmethylene)cyclopent-2-en-1-one (235 mg, 0.55 mmol) in glacial AcOH (2.4 ml) at 0°C. was added zinc dust (126 mg, 1.94 mmol) portionwise over 10 minutes. The reaction was stirred at room temperature for 2 hours and then diluted with EtOAc (25 ml), filtered through Celite and washed through with further EtOAc (2×20 ml). The filtrate was evaporated to dryness under reduced pressure and then azeotroped with toluene a... The reactants are CNC(NN)=S (4-methyl-3-thiosemicarbazide), COCC(=O)O (methoxy-acetic acid), N1=CC=CC=C1 (pyridin), C(=O)(N1C=NC=C1)N1C=NC=C1 (1,1′-carbonyldiimidazol). Solvent: CN(C=O)C (dimethylformamide). Conditions: time 8 hour. Yields the product CN1C(=NN=C1COC)S (4-Methyl-5-methoxymethyl-4H-[1,2,4]triazole-3-thiol). The yield is 192.4%. Reaction SMILES: [CH3:1][O:2][CH2:3][C:4](O)=O.C(N1C=CN=C1)(N1C=CN=C1)=O.N1C=CC=CC=1.[CH3:25][NH:26][C:27](=[S:30])[NH:28][NH2:29]>CN(C)C=O>[CH3:25][N:26]1[C:4]([CH2:3][O:2][CH3:1])=[N:29][N:28]=[C:27]1[SH:30]. Procedure: 5 g of methoxy-acetic acid (55.5 mmol) were dissolved in 70 ml of dimethylformamide. 11.73 g of 1,1′-carbonyldiimidazol (72.3 mmol) were added in portions within 10 min. After 30 min. at room temperature 23 ml of pyridin were added. Then 5.84 g of 4-methyl-3-thiosemicarbazide (55.5 mmol) were added and the obtained solution was stirred at room temperature overnight, and for an additional 3 h at 100° C. The solvent was evaporated, the residue dissolved in 70 ml of saturated aqueous sodium chlorid... The reactants are Cl.ClCC=1N=CSC1 (4-(Chloromethyl)thiazole hydrochloride), Cl.ClCC=1N=CSC1 (4-(chloromethyl)thiazole hydrochloride), C(C)(=O)OC=1C=CC=2C3=C(C(=NC2C1)N)N=C(S3)CCC (4-amino-2-propylthiazolo[4,5-c]quinolin-7-ol acetate), C([O-])([O-])=O.[Cs+].[Cs+] (cesium carbonate), CN(C)C=O (DMF). Reagents/catalysts: [Br-].C(CCC)[N+](CCCC)(CCCC)CCCC (tetrabutylammonium bromide). Run in O (water). Run at temperature 75 celsius, time 10 minute. Yields the product C(CC)C=1SC2=C(C(=NC=3C=C(C=CC23)OCC=2N=CSC2)N)N1 (2-propyl-7-[(thiazol-4-yl)methoxy]thiazolo[4,5-c]quinolin-4-amine). Yield: 56.1%. Reaction SMILES: [C:1]([O:4][C:5]1[CH:6]=[CH:7][C:8]2[C:9]3[S:18][C:17]([CH2:19][CH2:20][CH3:21])=[N:16][C:10]=3[C:11]([NH2:15])=[N:12][C:13]=2[CH:14]=1)(=O)[CH3:2].C(=O)([O-])[O-].[Cs+].[Cs+].CN(C=O)C.Cl.ClCC1[N:37]=[CH:38][S:39][CH:40]=1>[Br-].C([N+](CCCC)(CCCC)CCCC)CCC.O>[CH2:19]([C:17]1[S:18][C:9]2[C:8]3[CH:7]=[CH:6][C:5]([O:4][CH2:1][C:2]4[N:37]=[CH:38][S:39][CH:40]=4)=[CH:14][C:13]=3[N:12]=[C:11]([NH2:15])[C:10]=2[N:16]=1)[CH2:20][CH3:21] |f:1.2.3,5.6,7.8|. Procedure: A mixture of 4-amino-2-propylthiazolo[4,5-c]quinolin-7-ol acetate (318 mg, 1.0 mmol), cesium carbonate (1.3 g, 4.0 mmol), tetrabutylammonium bromide (322 mg, 1.0 mmol), and DMF (15 mL) was stirred at 75° C. for 10 minutes. 4-(Chloromethyl)thiazole hydrochloride (187 mg, 1.1 mmol) was added. Additional 4-(chloromethyl)thiazole hydrochloride (1 eq. total) was added in small portions over a period of 3 hours. The reaction mixture was poured into water (100 mL). A solid was isolated by filtration, a... Starting materials: O=C([O-])[O-], C1COCCO1, CC=CC=O, O=Cc1cc(O)ccc1O, [K+], [K+], O. Yields the product CC1Oc2ccc(O)cc2C=C1C=O. As a reaction SMILES: [C:16](=[O:17])([O-:18])[O-:19].[CH2:23]1[O:24][CH2:25][CH2:26][O:27][CH2:28]1.[CH:11]([CH:12]=[CH:13][CH3:14])=[O:15].[CH:1](=[O:2])[c:3]1[cH:4][c:5]([OH:6])[cH:7][cH:8][c:9]1[OH:10].[K+:20].[K+:21].[OH2:22]>>[CH:1]1=[C:12]([CH:11]=[O:15])[CH:13]([CH3:14])[O:10][c:9]2[c:3]1[cH:4][c:5]([OH:6])[cH:7][cH:8]2. RXN SMILES: [CH:1](NC(C)C)([CH3:3])[CH3:2].C([Li])CCC.[C:13]([O:17][C:18]([NH:20][CH2:21][C:22]([O:24][CH2:25][C:26]1[CH:31]=[CH:30][CH:29]=[CH:28][CH:27]=1)=[O:23])=[O:19])([CH3:16])([CH3:15])[CH3:14].[C:32]([OH:35])(=O)[CH3:33]>O1CCCC1.O>[C:13]([O:17][C:18]([NH:20][CH:21]([C:32]1([OH:35])[CH2:33][CH2:3][CH2:1][CH2:2]1)[C:22]([O:24][CH2:25][C:26]1[CH:27]=[CH:28][CH:29]=[CH:30][CH:31]=1)=[O:23])=[O:19])([CH3:16])([CH3:14])[CH3:15]. Reported procedure: A solution of diisopropylamine (3.77 ml, 23 mmole) in 40 ml of dry tetrahydrofuran under argon was chilled to -40° C. and treated with 13 ml of a 1.71 N n-butyllithium solution (21.5 mmoles). After stirring for 20 minutes, the mixture was cooled to -78° C. and treated with a solution of N-(t-butoxycarbonyl)glycine, benzyl ester (2.65 g, 10 mmole) in 10 ml of tetrahydrofuran. The mixture became darker yellow, but remained clear. After 0.5 hours at -78° C., 0.88 ml (11.5 mmoles) of dried (4 Å siev... The yield is 48.1%. Run in O (water), O1CCCC1 (tetrahydrofuran), O1CCCC1 (tetrahydrofuran), O1CCCC1 (tetrahydrofuran). Yields the product C(C)(C)(C)OC(=O)NC(C(=O)OCC1=CC=CC=C1)C1(CCCC1)O (N-(t-Butoxycarbonyl)-α-(1-hydroxycyclopentyl)-glycine, benzyl ester). Reactants: C(C)(C)(C)OC(=O)NCC(=O)OCC1=CC=CC=C1 (N-(t-butoxycarbonyl)glycine, benzyl ester), C(C)(=O)O (acetic acid), C(C)(C)NC(C)C (diisopropylamine), C(CCC)[Li] (n-butyllithium). Run at temperature -78 celsius, time 20 minute. The reactants are C(C1=CC=CC=C1)OCCCCC(=O)OCC (ethyl 5-benzyloxypentanoate), [Si](C)(C)(C(C)(C)C)OCC=O (t-butyldimethylsilyloxyacetaldehyde), C(C)(C)NC(C)C (diisopropylamine), solution, C(CCC)[Li] (n-butyllithium). The solvent is O1CCCC1 (tetrahydrofurane), CCOCC (ether), C(C)(=O)OCC (ethyl acetate), O1CCCC1 (tetrahydrofurane), C(C)(=O)O (acetic acid), O1CCCC1 (tetrahydrofurane), CCCCCC (hexane). Run at temperature 0 celsius. The product is C(C1=CC=CC=C1)OCCCC1C(=O)OCC1O (2-(3-benzyloxy-propyl)-3-hydroxy-γ-butyrolactone). RXN SMILES: C(NC(C)C)(C)C.C([Li])CCC.[CH2:13]([O:20][CH2:21][CH2:22][CH2:23][CH2:24][C:25]([O:27][CH2:28][CH3:29])=[O:26])[C:14]1[CH:19]=[CH:18][CH:17]=[CH:16][CH:15]=1.[Si]([O:37]CC=O)(C(C)(C)C)(C)C>O1CCCC1.CCCCCC.CCOCC.C(OCC)(=O)C.C(O)(=O)C>[CH2:13]([O:20][CH2:21][CH2:22][CH2:23][CH:24]1[CH:29]([OH:37])[CH2:28][O:27][C:25]1=[O:26])[C:14]1[CH:19]=[CH:18][CH:17]=[CH:16][CH:15]=1. Reported procedure: To a solution of 20.4 g (0.201 mole) of diisopropylamine in 250 ml of tetrahydrofurane is added dropwise 100.2 ml (0.201 mole) of 2.01M solution of n-butyllithium in hexane with stirring at 0° C. The solution is cooled to -78° C. and a solution of 40.56 g (0.182 mole) of ethyl 5-benzyloxypentanoate in 30 ml of tetrahydrofurane is added dropwise over a period of 1/2 h. The mixture is stirred at -78° C. for another 1/2 h and a solution of 33.5 g (0.192 mole) of t-butyldimethylsilyloxyacetaldehyde ...